From a dataset of the Open Reaction Database (ORD), a public repository of structured organic reaction records. describe an organic reaction: reactants, conditions, products, and yield The reactants are C1CCOC1, [Li+], COC(=O)c1cccc(Oc2cc3c(cn2)nc(-c2nonc2N)n3-c2ccccc2)c1, [OH-], O. Product: Nc1nonc1-c1nc2cnc(Oc3cccc(C(=O)O)c3)cc2n1-c1ccccc1. As a reaction SMILES: [CH2:35]1[O:36][CH2:37][CH2:38][CH2:39]1.[Li+:33].[NH2:1][c:2]1[c:3](-[c:7]2[n:8](-[c:27]3[cH:28][cH:29][cH:30][cH:31][cH:32]3)[c:9]3[c:10]([cH:11][n:12][c:13]([O:15][c:16]4[cH:17][c:18]([C:19](=[O:20])[O:21][CH3:22])[cH:23][cH:24][cH:25]4)[cH:14]3)[n:26]2)[n:4][o:5][n:6]1.[OH-:34].[OH2:40]>>[NH2:1][c:2]1[c:3](-[c:7]2[n:8](-[c:27]3[cH:28][cH:29][cH:30][cH:31][cH:32]3)[c:9]3[c:10]([cH:11][n:12][c:13]([O:15][c:16]4[cH:17][c:18]([C:19](=[O:20])[OH:21])[cH:23][cH:24][cH:25]4)[cH:14]3)[n:26]2)[n:4][o:5][n:6]1. Starting materials: CCOC(=O)C(Cc1cnc(N(C(=O)OC(C)(C)C)C(=O)OC(C)(C)C)cc1C)C(=O)OCC, ClCCl, CCO, [K+], [OH-]. The product is CCOC(=O)C(Cc1cnc(N(C(=O)OC(C)(C)C)C(=O)OC(C)(C)C)cc1C)C(=O)O. Reaction SMILES: [CH2:3]([CH3:4])[O:5][C:6]([CH:7]([C:8](=[O:9])[O:10][CH2:11][CH3:12])[CH2:13][c:14]1[cH:15][n:16][c:17]([N:21]([C:22](=[O:23])[O:24][C:25]([CH3:26])([CH3:27])[CH3:28])[C:29](=[O:30])[O:31][C:32]([CH3:33])([CH3:34])[CH3:35])[cH:18][c:19]1[CH3:20])=[O:36].[CH2:40]([Cl:41])[Cl:42].[CH3:37][CH2:38][OH:39].[K+:2].[OH-:1]>>[CH2:3]([CH3:4])[O:5][C:6]([CH:7]([C:8](=[O:9])[OH:10])[CH2:13][c:14]1[cH:15][n:16][c:17]([N:21]([C:22](=[O:23])[O:24][C:25]([CH3:26])([CH3:27])[CH3:28])[C:29](=[O:30])[O:31][C:32]([CH3:33])([CH3:34])[CH3:35])[cH:18][c:19]1[CH3:20])=[O:36]. The reactants are C(C)(=O)O[BH-](OC(C)=O)OC(C)=O.[Na+] (sodium triacetoxyborohydride), N[C@@H](C(=O)O)C(C)(C)C ((R)-2-amino-3,3-dimethylbutanoic acid), C(=O)C1=C2C(=NC=C1)N(C=C2C(=O)OC)C(=O)OC(C)(C)C (1-tert-butyl 3-methyl 4-formyl-1H-pyrrolo[2,3-b]pyridine-1,3-dicarboxylate). Run in C(Cl)Cl (DCM), C(Cl)Cl (DCM). Run at time 30 minute. Product: C(C)(C)(C)OC(=O)N1C=C(C=2C1=NC=CC2CN[C@@H](C(=O)O)C(C)(C)C)C(=O)OC ((R)-2-((1-(tert-butoxycarbonyl)-3-(methoxycarbonyl)-1H-pyrrolo[2,3-b]pyridin-4-yl)methylamino)-3,3-dimethylbutanoic acid). RXN SMILES: C(O[BH-](OC(=O)C)OC(=O)C)(=O)C.[Na+].[NH2:15][C@H:16]([C:20]([CH3:23])([CH3:22])[CH3:21])[C:17]([OH:19])=[O:18].[CH:24]([C:26]1[CH:31]=[CH:30][N:29]=[C:28]2[N:32]([C:39]([O:41][C:42]([CH3:45])([CH3:44])[CH3:43])=[O:40])[CH:33]=[C:34]([C:35]([O:37][CH3:38])=[O:36])[C:27]=12)=O>C(Cl)Cl>[C:42]([O:41][C:39]([N:32]1[C:28]2=[N:29][CH:30]=[CH:31][C:26]([CH2:24][NH:15][C@H:16]([C:20]([CH3:23])([CH3:22])[CH3:21])[C:17]([OH:19])=[O:18])=[C:27]2[C:34]([C:35]([O:37][CH3:38])=[O:36])=[CH:33]1)=[O:40])([CH3:45])([CH3:44])[CH3:43] |f:0.1|. Procedure details: To a 10 mL round bottom flask was added sodium triacetoxyborohydride (104 mg, 0.493 mmol), (R)-2-amino-3,3-dimethylbutanoic acid (43.1 mg, 0.329 mmol) and DCM (2 mL). The reaction mixture were stirred at room temperature in for 30 min after which was added 1-tert-butyl 3-methyl 4-formyl-1H-pyrrolo[2,3-b]pyridine-1,3-dicarboxylate (50 mg, 0.164 mmol) in DCM (2 mL). The reaction was stirred at room temperature for 2 h and then quenched with MeOH (3 drops). The mixture was concentrated to afford th... Starting materials: C1(=CC=CC=C1)O (phenol), sulfonated styrene, NCCCSSCCCN (aminopropyldisulfide), sulfonated polystyrene, [OH-].[Na+] (sodium hydroxide), O.O.O.O.O.O.O.O.O.[S-2].[Na+].[Na+] (sodium sulfide nonahydrate), N#N.[S] (nitrogen sulfur), CC(=O)C (acetone), sulfonated styrene, [S] (sulfur), NCCCS (aminopropylmercaptan). Yields the product OC1=CC=C(C=C1)C(C)(C)C1=CC=C(C=C1)O (bisphenol-A). As a reaction SMILES: NCCCSS[CH2:7][CH2:8][CH2:9]N.[OH-].[Na+].O.O.O.O.O.O.O.O.O.[S-2].[Na+].[Na+].N[CH2:26][CH2:27][CH2:28]S.[S].N#N.[S].[C:34]1([OH:40])[CH:39]=[CH:38][CH:37]=[CH:36][CH:35]=1.[CH3:41][C:42]([CH3:44])=[O:43]>>[OH:40][C:34]1[CH:39]=[CH:38][C:37]([C:27]([C:8]2[CH:7]=[CH:44][C:42]([OH:43])=[CH:41][CH:9]=2)([CH3:28])[CH3:26])=[CH:36][CH:35]=1 |f:1.2,3.4.5.6.7.8.9.10.11.12.13.14,17.18,^3:29,32|. Procedure details: There was added to the above reaction mixture of the disulfide derivative of sulfonated polystyrene at a temperature of 50° C., 10 ml of a 50% sodium hydroxide solution and 20 grams of sodium sulfide nonahydrate. The resulting heterogeneous mixture was heated at reflux for 3.5 hours. The cooled reation mixture was filtered and the resin was washed with water followed by 1 liter of a 10% sulfuric acid solution. The resulting washed resin was then azeotropically dried with toluene. Based on method... Starting materials: Cl(=O)(=O)(=O)[O-].C(C)C1(CCC[N+]=2CCC3=C(C12)NC1=CC=CC=C13)CCC(=O)OC (1-ethyl-1-(2'-methoxycarbonylethyl)-1,2,3,4,6,7-hexahydro-12H-indolo[2,3-a]quinolizin-5-ium perchlorate), N (ammonia), BrBr (bromine). Solvent: ClCCl (dichloromethane). Conditions: time 2 hour. The product is C[O-].C(C)C1(CCC[N+]=2CCC3=C(C12)NC1=CC=C(C=C13)Br)CCC(=O)OC (1-ethyl-1-(2'-methoxycarbonylethyl)-9-bromo-1,2,3,4,6,7-hexahydro-12H-indolo[2,3-a]quinolizin-5-ium methoxide). Yield: 85.0%. As a reaction SMILES: Cl([O-])(=O)(=O)=O.[CH2:6]([C:8]1([CH2:25][CH2:26][C:27]([O:29][CH3:30])=[O:28])[C:17]2[C:16]3[NH:18][C:19]4[C:24]([C:15]=3[CH2:14][CH2:13][N+:12]=2[CH2:11][CH2:10][CH2:9]1)=[CH:23][CH:22]=[CH:21][CH:20]=4)[CH3:7].N.[Br:32]Br>ClCCl>[CH3:27][O-:28].[CH2:6]([C:8]1([CH2:25][CH2:26][C:27]([O:29][CH3:30])=[O:28])[C:17]2[C:16]3[NH:18][C:19]4[C:24]([C:15]=3[CH2:14][CH2:13][N+:12]=2[CH2:11][CH2:10][CH2:9]1)=[CH:23][C:22]([Br:32])=[CH:21][CH:20]=4)[CH3:7] |f:0.1,5.6|. Reported procedure: 4.39 g. (10 mmoles) of 1-ethyl-1-(2'-methoxycarbonylethyl)-1,2,3,4,6,7-hexahydro-12H-indolo[2,3-a]quinolizin-5-ium perchlorate are shaken with a mixture of 5 ml. of 10% aqueous ammonia and 50 ml. of dichloromethane. The phases are separated, the organic phase is dried over 10 g. of solid anhydrous sodium sulfate, filtered, the filtrate is evaporated to a final volume of about 40 ml., and 0.1 g. of dry ferric chloride are added to this concentrate. 2.08 g. (0.67 ml., 13 mmoles) of elemental bromi... The reactants are NC1=C(C=NN1C1=CC=C(C=C1)F)C(=O)OCC (ethyl 5-amino-1-(4-fluoro-phenyl)-1H-pyrazole-4-carboxylate), N(=O)OCCC(C)C (isopentyl nitrite). Solvent: O1CCCC1 (tetrahydrofuran). Product: FC1=CC=C(C=C1)N1N=CC(=C1)C(=O)OCC (Ethyl 1-(4-fluorophenyl)-1H-pyrazole-4-carboxylate). Isolated yield 73.7%. As a reaction SMILES: N[C:2]1[N:6]([C:7]2[CH:12]=[CH:11][C:10]([F:13])=[CH:9][CH:8]=2)[N:5]=[CH:4][C:3]=1[C:14]([O:16][CH2:17][CH3:18])=[O:15].N(OCCC(C)C)=O>O1CCCC1>[F:13][C:10]1[CH:9]=[CH:8][C:7]([N:6]2[CH:2]=[C:3]([C:14]([O:16][CH2:17][CH3:18])=[O:15])[CH:4]=[N:5]2)=[CH:12][CH:11]=1. Procedure: A stirred suspension of ethyl 5-amino-1-(4-fluoro-phenyl)-1H-pyrazole-4-carboxylate (7.48 g, 30.0 mmole), prepared as described in Preparation A, above, and isopentyl nitrite (7.03 g, 60.0 mmole) in 80 ml of tetrahydrofuran was refluxed for twenty-four hours and then evaporated in vacuo. The residue was triturated with 50 ml of methanol and filtered to furnish 5.18 g (74% yield) of off-white solid. The sample was recrystallized from ethanol, m.p. 119-21° C. Starting materials: C1(=CC=CC=C1)OC(NC=1C(=NC(=C(C1)CC)C)OC)=O (Phenyl-N-(5-ethyl-2-methoxy-6-methylpyridin-3-yl)carbamate), C1(=C(C=CC=C1)N1CCNCC1)C (1-(2-tolyl)piperazine). The product is C(C)C=1C=C(C(=NC1C)OC)NC(=O)N1CCN(CC1)C1=C(C=CC=C1)C (1-[(5-ethyl-2-methoxy-6-methylpyridin-3-yl)aminocarbonyl]-4-(2-tolyl)piperazine). Yield: 89.0%. As a reaction SMILES: C1(O[C:8](=[O:21])[NH:9][C:10]2[C:11]([O:19][CH3:20])=[N:12][C:13]([CH3:18])=[C:14]([CH2:16][CH3:17])[CH:15]=2)C=CC=CC=1.[C:22]1([CH3:34])[CH:27]=[CH:26][CH:25]=[CH:24][C:23]=1[N:28]1[CH2:33][CH2:32][NH:31][CH2:30][CH2:29]1>>[CH2:16]([C:14]1[CH:15]=[C:10]([NH:9][C:8]([N:31]2[CH2:32][CH2:33][N:28]([C:23]3[CH:24]=[CH:25][CH:26]=[CH:27][C:22]=3[CH3:34])[CH2:29][CH2:30]2)=[O:21])[C:11]([O:19][CH3:20])=[N:12][C:13]=1[CH3:18])[CH3:17]. Procedure details: Phenyl-N-(5-ethyl-2-methoxy-6-methylpyridin-3-yl)carbamate and 1-(2-tolyl)piperazine were reacted by the same way with the example 1 to obtain the titled compound.